Dataset: the Open Reaction Database (ORD), a public repository of structured organic reaction records. Task: describe an organic reaction: reactants, conditions, products, and yield The reactants are ClC1=CC=NC2=CC(=C(C=C12)OC)OC (4-Chloro-6,7-dimethoxyquinoline), OC1=C(C=CC=C1)C(C)=O (2′-hydroxyacetophenone). Reagents/catalysts: CN(C1=CC=NC=C1)C (4-dimethylaminopyridine). The solvent is ClC1=C(C=CC=C1)Cl (o-dichlorobenzene). Conditions: temperature 160 celsius, time 11 hour. The product is COC=1C=C2C(=CC=NC2=CC1OC)OC1=C(C=CC=C1)C(C)=O (1-{2-[(6,7-Dimethoxy-4-quinolyl)oxy]phenyl}-1-ethanone). Yield: 42.9%. RXN SMILES: Cl[C:2]1[C:11]2[C:6](=[CH:7][C:8]([O:14][CH3:15])=[C:9]([O:12][CH3:13])[CH:10]=2)[N:5]=[CH:4][CH:3]=1.[OH:16][C:17]1[CH:22]=[CH:21][CH:20]=[CH:19][C:18]=1[C:23](=[O:25])[CH3:24]>CN(C)C1C=CN=CC=1.ClC1C=CC=CC=1Cl>[CH3:13][O:12][C:9]1[CH:10]=[C:11]2[C:6](=[CH:7][C:8]=1[O:14][CH3:15])[N:5]=[CH:4][CH:3]=[C:2]2[O:16][C:17]1[CH:22]=[CH:21][CH:20]=[CH:19][C:18]=1[C:23](=[O:25])[CH3:24]. Reported procedure: 4-Chloro-6,7-dimethoxyquinoline (58.1 mg), 2′-hydroxyacetophenone (361 mg), and 4-dimethylaminopyridine (317 mg) were suspended in o-dichlorobenzene (5 ml), and the suspension was stirred at 160° C. for 11 hr. The reaction solution was cooled to room temperature, and the solvent was then removed therefrom by distillation under the reduced pressure. Chloroform was added to the residue. The organic layer was washed with a 1 N aqueous potassium hydroxide solution and saturated brine and was dried o... The reactants are Cl.COC([C@@H](N)CC1=CC(=C(C(=C1)I)O)I)=O (3,5-diiodo-L-tyrosine methyl ester hydrochloride), N[C@@H](C)C(=O)O (alanine), ClC=1C=C(C=CC1Cl)NC(C)C(=O)O (N-(3,4-dichlorophenyl)-D,L-alanine). Yields the product COC([C@@H](NC(C(NC1=CC(=C(C=C1)Cl)Cl)C)=O)CC1=CC(=C(C(=C1)I)O)I)=O (N-[N-(3,4-dichlorophenyl)-D,L-alanyl]-(3,5-diiodo)-L-tyrosine methyl ester). As a reaction SMILES: Cl.[CH3:2][O:3][C:4](=[O:17])[C@H:5]([CH2:7][C:8]1[CH:13]=[C:12]([I:14])[C:11]([OH:15])=[C:10]([I:16])[CH:9]=1)[NH2:6].[Cl:18][C:19]1[CH:20]=[C:21]([NH:26][CH:27]([C:29](O)=[O:30])[CH3:28])[CH:22]=[CH:23][C:24]=1[Cl:25].N[C@H](C(O)=O)C>>[CH3:2][O:3][C:4](=[O:17])[C@H:5]([CH2:7][C:8]1[CH:9]=[C:10]([I:16])[C:11]([OH:15])=[C:12]([I:14])[CH:13]=1)[NH:6][C:29](=[O:30])[CH:27]([CH3:28])[NH:26][C:21]1[CH:22]=[CH:23][C:24]([Cl:25])=[C:19]([Cl:18])[CH:20]=1 |f:0.1|. Procedure: Following General Procedure D and using 3,5-diiodo-L-tyrosine methyl ester hydrochloride (Bachem) and N-(3,4-dichlorophenyl)-D,L-alanine (from Example A above), the title compound was prepared as a mixture of stereoisomers about alanine. The reaction was monitored by tlc (Rf=0.29 in 10% MeOH/CH2Cl2) and purification was by flash chromatography (10% methanol/methylene chloride). Reactants: Cl.CN (methylamine hydrochloride), carboxylic acids, FC=1C=C(C(=O)O)C=CC1F (3,4-difluorobenzoic acid), amines. Product: FC=1C=C(C(=O)NC)C=CC1F (3,4-difluoro-N-methylbenzamide). Isolated yield 75.0%. Reaction SMILES: Cl.[CH3:2][NH2:3].[F:4][C:5]1[CH:6]=[C:7]([CH:11]=[CH:12][C:13]=1[F:14])[C:8](O)=[O:9]>>[F:4][C:5]1[CH:6]=[C:7]([CH:11]=[CH:12][C:13]=1[F:14])[C:8]([NH:3][CH3:2])=[O:9] |f:0.1|. Reported procedure: Using methylamine hydrochloride and 3,4-difluorobenzoic acid in the general procedure for coupling of amines to carboxylic acids (Scheme C), the title compound was obtained (75% yield) as an off-white solid. 1H NMR (400 MHz, DMSO-d6) δ ppm 2.78 (d, J=4.55 Hz, 3 H) 7.55 (dt, J=10.61, 8.34 Hz, 1 H) 7.72 (dddd, J=8.59, 4.55, 2.15, 1.39 Hz, 1 H) 7.86 (ddd, J=11.68, 7.89, 2.15 Hz, 1 H) 8.48-8.59 (m, 1 H). ESI-MS: m/z 172.1 (M+H)+. mp=142.7-145.0° C. Starting materials: oxalate salt, C(C(=O)O)(=O)O (oxalic acid), CN(CCCCNC(=O)C=1C=C(C=CC1)C1=CC=C(C=C1)CSCCOC1=CC=CC=C1)C (4′-(2-phenoxy-ethylsulfanylmethyl)-biphenyl-3-carboxylic acid (4-dimethylamino-butyl)-amide). The solvent is CCOC(=O)C (EtOAc). The product is C(C(=O)O)(=O)O.CN(CCCCNC(=O)C=1C=C(C=CC1)C1=CC=C(C=C1)CSCCOC1=CC=CC=C1)C (4′-(2-phenoxy-ethylsulfanylmethyl)-biphenyl-3-carboxylic acid (4-dimethylamino-butyl)-amide oxalate). RXN SMILES: [C:1]([OH:6])(=[O:5])[C:2]([OH:4])=[O:3].[CH3:7][N:8]([CH3:39])[CH2:9][CH2:10][CH2:11][CH2:12][NH:13][C:14]([C:16]1[CH:17]=[C:18]([C:22]2[CH:27]=[CH:26][C:25]([CH2:28][S:29][CH2:30][CH2:31][O:32][C:33]3[CH:38]=[CH:37][CH:36]=[CH:35][CH:34]=3)=[CH:24][CH:23]=2)[CH:19]=[CH:20][CH:21]=1)=[O:15]>CCOC(C)=O>[C:1]([OH:6])(=[O:5])[C:2]([OH:4])=[O:3].[CH3:39][N:8]([CH3:7])[CH2:9][CH2:10][CH2:11][CH2:12][NH:13][C:14]([C:16]1[CH:17]=[C:18]([C:22]2[CH:27]=[CH:26][C:25]([CH2:28][S:29][CH2:30][CH2:31][O:32][C:33]3[CH:34]=[CH:35][CH:36]=[CH:37][CH:38]=3)=[CH:24][CH:23]=2)[CH:19]=[CH:20][CH:21]=1)=[O:15] |f:3.4|. Procedure details: The product was converted to the oxalate salt by adding solid oxalic acid (0.15 g) to an EtOAc solution of 4′-(2-phenoxy-ethylsulfanylmethyl)-biphenyl-3-carboxylic acid (4-dimethylamino-butyl)-amide giving 4′-(2-phenoxy-ethylsulfanylmethyl)-biphenyl-3-carboxylic acid (4-dimethylamino-butyl)-amide oxalate (0.4129 g) as a white solid. Reactants: BrCCOC1=C(C(=C(C=C1)C(C)=O)O)CCC (1-[4-(2-bromoethoxy)-2-hydroxy-3- propylphenyl]ethanone), C(C)OC(C1=CC=C(C=C1)O)=O (4-hydroxybenzoic acid ethyl ester), C([O-])([O-])=O.[K+].[K+] (potassium carbonate). The solvent is CC(=O)C (acetone), CN(C)C=O (DMF). The product is 99-100, C(C)OC(C1=CC=C(C=C1)OCCOC1=C(C(=C(C=C1)C(C)=O)O)CCC)=O (4-[2-(4-acetyl-3-hydroxy-2-propylphenoxy)ethoxy]-benzoic acid ethyl ester). Yield: 75.0%. Reaction SMILES: Br[CH2:2][CH2:3][O:4][C:5]1[CH:10]=[CH:9][C:8]([C:11](=[O:13])[CH3:12])=[C:7]([OH:14])[C:6]=1[CH2:15][CH2:16][CH3:17].[CH2:18]([O:20][C:21](=[O:29])[C:22]1[CH:27]=[CH:26][C:25]([OH:28])=[CH:24][CH:23]=1)[CH3:19].C(=O)([O-])[O-].[K+].[K+]>CC(C)=O.CN(C=O)C>[CH2:18]([O:20][C:21](=[O:29])[C:22]1[CH:27]=[CH:26][C:25]([O:28][CH2:2][CH2:3][O:4][C:5]2[CH:10]=[CH:9][C:8]([C:11](=[O:13])[CH3:12])=[C:7]([OH:14])[C:6]=2[CH2:15][CH2:16][CH3:17])=[CH:24][CH:23]=1)[CH3:19] |f:2.3.4|. Procedure: A mixture of 1.5 g of 1-[4-(2-bromoethoxy)-2-hydroxy-3- propylphenyl]ethanone 0.83 g of 4-hydroxybenzoic acid ethyl ester and 0.95 g of anhydrous potassium carbonate in 30 ml of anhydrous acetone and 10 ml of anhydrous DMF was stirred at reflux for 20 hours. The mixture was filtered and solvent was removed in vacuo. The residue was dissolved in ethyl acetic and washed with water. The extract was dried over magnesium sulfate) and concentrated in vacuo to an oil which was purified by HPLC using 25... Reactants: CCCO, CCN(C(C)C)C(C)C, CCC1CC(NS(=O)(=O)C2CC2)CC1NCCCc1cnc2c(ccn2S(=O)(=O)c2ccc(C)cc2)c1Cl, [I-], [K+]. Product: CCC1CC(NS(=O)(=O)C2CC2)CC1N1CCCc2cnc3c(ccn3S(=O)(=O)c3ccc(C)cc3)c21. As a reaction SMILES: [CH2:50]([OH:51])[CH2:52][CH3:53].[CH:39]([N:40]([CH2:41][CH3:42])[CH:43]([CH3:44])[CH3:45])([CH3:46])[CH3:47].[Cl:1][c:2]1[c:3]2[c:4]([n:5][cH:6][c:7]1[CH2:8][CH2:9][CH2:10][NH:11][CH:12]1[CH2:13][CH:14]([NH:19][S:20](=[O:21])(=[O:22])[CH:23]3[CH2:24][CH2:25]3)[CH2:15][CH:16]1[CH2:17][CH3:18])[n:26]([S:29](=[O:30])(=[O:31])[c:32]1[cH:33][cH:34][c:35]([CH3:36])[cH:37][cH:38]1)[cH:27][cH:28]2.[I-:49].[K+:48]>>[c:2]12[c:3]3[c:4]([n:5][cH:6][c:7]1[CH2:8][CH2:9][CH2:10][N:11]2[CH:12]1[CH2:13][CH:14]([NH:19][S:20](=[O:21])(=[O:22])[CH:23]2[CH2:24][CH2:25]2)[CH2:15][CH:16]1[CH2:17][CH3:18])[n:26]([S:29](=[O:30])(=[O:31])[c:32]1[cH:33][cH:34][c:35]([CH3:36])[cH:37][cH:38]1)[cH:27][cH:28]3. Starting materials: OC1=CC2=C(C(=C3CCCCN3C2=O)O)C(=C1)O (1,2,3,4-tetrahydro-8,10,11-trihydroxy-6H-benzo[b]quinolizin-6-one), rodium-on-aluminum oxide, C(C)(C)(C)O (tert.-butanol). The solvent is C(C)(=O)O (acetic acid). Yields the product OC1=CC2=C(C=C3CCCCN3C2=O)C(=C1)O (1,2,3,4-tetrahydro-8,10-dihydroxy-6H-benzo[b]quinolizin-6-one). RXN SMILES: [OH:1][C:2]1[CH:17]=[C:16]([OH:18])[C:5]2[C:6](O)=[C:7]3[N:12]([C:13](=[O:14])[C:4]=2[CH:3]=1)[CH2:11][CH2:10][CH2:9][CH2:8]3.C(O)(C)(C)C>C(O)(=O)C>[OH:1][C:2]1[CH:17]=[C:16]([OH:18])[C:5]2[CH:6]=[C:7]3[N:12]([C:13](=[O:14])[C:4]=2[CH:3]=1)[CH2:11][CH2:10][CH2:9][CH2:8]3. Reported procedure: Shake a 25° C. mixture of 1,2,3,4-tetrahydro-8,10,11-trihydroxy-6H-benzo[b]quinolizin-6-one (2.00 g), rodium-on-aluminum oxide (1.10 g), and tert.-butanol (220 ml) containing acetic acid (1 ml) under a hydrogen pressure of 60 psi. For continuous shaking of the pressurized mixture, use a Paar apparatus; and for complete reaction, shake the mixture for at least 72 hrs. Then open the vessel and filter the mixture, washing the collected catalyst with tert.-butanol. Combine and concentrate the filtra... The reactants are CCO, CC(=O)[O-], O=CC1CC1, [NH4+], O=C(O)CC(=O)O. Yields the product NC(CC(=O)O)C1CC1. As a reaction SMILES: [CH3:18][CH2:19][OH:20].[CH3:7][C:8]([O-:9])=[O:10].[CH:1]1([CH:4]=[O:5])[CH2:2][CH2:3]1.[NH4+:6].[OH:11][C:12]([CH2:13][C:14](=[O:15])[OH:16])=[O:17]>>[CH:1]1([CH:4]([NH2:6])[CH2:7][C:8]([OH:9])=[O:10])[CH2:2][CH2:3]1. Reported procedure: 1-Cyclohexyl-1-cyclopentanecarboxylic acid and (S)-3-amino-1-(2-(4-fluorophenyl)ethyl)pyrrolidine were reacted under the same conditions as in Example 23 to give (S)-N-(1-(2-(4-fluorophenyl)ethyl)pyrrolidin-3-yl)-1-cyclohexyl-1-cyclopentanecarboxamide. Product: FC1=CC=C(C=C1)CCN1C[C@H](CC1)NC(=O)C1(CCCC1)C1CCCCC1 ((S)-N-(1-(2-(4-fluorophenyl)ethyl)pyrrolidin-3-yl)-1-cyclohexyl-1-cyclopentanecarboxamide). Starting materials: C1(CCCCC1)C1(CCCC1)C(=O)O (1-Cyclohexyl-1-cyclopentanecarboxylic acid), N[C@@H]1CN(CC1)CCC1=CC=C(C=C1)F ((S)-3-amino-1-(2-(4-fluorophenyl)ethyl)pyrrolidine). RXN SMILES: [CH:1]1([C:7]2([C:12]([OH:14])=O)[CH2:11][CH2:10][CH2:9][CH2:8]2)[CH2:6][CH2:5][CH2:4][CH2:3][CH2:2]1.[NH2:15][C@H:16]1[CH2:20][CH2:19][N:18]([CH2:21][CH2:22][C:23]2[CH:28]=[CH:27][C:26]([F:29])=[CH:25][CH:24]=2)[CH2:17]1>>[F:29][C:26]1[CH:27]=[CH:28][C:23]([CH2:22][CH2:21][N:18]2[CH2:19][CH2:20][C@H:16]([NH:15][C:12]([C:7]3([CH:1]4[CH2:2][CH2:3][CH2:4][CH2:5][CH2:6]4)[CH2:8][CH2:9][CH2:10][CH2:11]3)=[O:14])[CH2:17]2)=[CH:24][CH:25]=1.